From a dataset of the Open Reaction Database (ORD), a public repository of structured organic reaction records. describe an organic reaction: reactants, conditions, products, and yield The reactants are CN(C)CCn1cc2cc([N+](=O)[O-])ccc2n1, CCO, [Cl-], [Fe], [NH4+], O. Product: CN(C)CCn1cc2cc(N)ccc2n1. As a reaction SMILES: [CH3:1][N:2]([CH2:3][CH2:4][n:5]1[n:6][c:7]2[cH:8][cH:9][c:10]([N+:14]([O-:15])=[O:16])[cH:11][c:12]2[cH:13]1)[CH3:17].[CH3:21][CH2:22][OH:23].[Cl-:18].[Fe:20].[NH4+:19].[OH2:24]>>[CH3:1][N:2]([CH2:3][CH2:4][n:5]1[n:6][c:7]2[cH:8][cH:9][c:10]([NH2:14])[cH:11][c:12]2[cH:13]1)[CH3:17]. The reactants are Cl.FC(C1=NOC(=N1)CN)(F)F (C-(3-trifluoromethyl-[1,2,4]oxadiazol-5-yl)-methyl amine hydrochloride), CN(C)C(=[N+](C)C)ON1C2=C(C=CC=C2)N=N1.[B-](F)(F)(F)F (TBTU), CCN(C(C)C)C(C)C (DIEA), C1(CC1)COC1=C(C=CC(=N1)C(=O)O)N1CC(C1)(F)F (6-cyclopropylmethoxy-5-(3,3-difluoro-azetidin-1-yl)-pyridine-2-carboxylic acid). The product is C1(CC1)COC1=C(C=CC(=N1)C(=O)NCC1=NC(=NO1)C(F)(F)F)N1CC(C1)(F)F (6-(Cyclopropylmethoxy)-5-(3,3-difluoroazetidin-1-yl)-N-((3-(trifluoromethyl)-1,2,4-oxadiazol-5-yl)methyl)picolinamide). RXN SMILES: [CH:1]1([CH2:4][O:5][C:6]2[N:11]=[C:10]([C:12]([OH:14])=O)[CH:9]=[CH:8][C:7]=2[N:15]2[CH2:18][C:17]([F:20])([F:19])[CH2:16]2)[CH2:3][CH2:2]1.Cl.[F:22][C:23]([F:32])([F:31])[C:24]1[N:28]=[C:27]([CH2:29][NH2:30])[O:26][N:25]=1.CN(C(ON1N=NC2C=CC=CC1=2)=[N+](C)C)C.[B-](F)(F)(F)F.CCN(C(C)C)C(C)C>>[CH:1]1([CH2:4][O:5][C:6]2[N:11]=[C:10]([C:12]([NH:30][CH2:29][C:27]3[O:26][N:25]=[C:24]([C:23]([F:32])([F:31])[F:22])[N:28]=3)=[O:14])[CH:9]=[CH:8][C:7]=2[N:15]2[CH2:18][C:17]([F:20])([F:19])[CH2:16]2)[CH2:2][CH2:3]1 |f:1.2,3.4|. Procedure: In analogy to the procedure described in Example 47 b), 6-cyclopropylmethoxy-5-(3,3-difluoro-azetidin-1-yl)-pyridine-2-carboxylic acid (Example 1 b) was reacted with C-(3-trifluoromethyl-[1,2,4]oxadiazol-5-yl)-methyl amine hydrochloride (CAS 944905-93-5) in the presence of TBTU and DIEA to give the title compound as white solid; MS (EI): m/e=434.5 [MH+]. Reactants: ClC1=CC=C2C(=C(C=NC2=C1)[N+](=O)[O-])NCC(C)(C)O (7-Chloro-4-(2-hydroxy-2-methylpropylamino)-3-nitroquinoline), diamine, C(C)OCC(=O)O (ethoxyacetic acid). The product is ClC=1C=CC=2C3=C(C=NC2C1)N=C(N3CC(O)(C)C)COCC (7-Chloro-α,α-dimethyl-2-ethoxymethyl-1H-imidazo[4,5-c]quinoline-1-ethanol). Reaction SMILES: [Cl:1][C:2]1[CH:11]=[C:10]2[C:5]([C:6]([NH:15][CH2:16][C:17]([OH:20])([CH3:19])[CH3:18])=[C:7]([N+:12]([O-])=O)[CH:8]=[N:9]2)=[CH:4][CH:3]=1.[CH2:21]([O:23][CH2:24][C:25](O)=O)[CH3:22]>>[Cl:1][C:2]1[CH:3]=[CH:4][C:5]2[C:6]3[N:15]([CH2:16][C:17]([CH3:19])([CH3:18])[OH:20])[C:22]([CH2:21][O:23][CH2:24][CH3:25])=[N:12][C:7]=3[CH:8]=[N:9][C:10]=2[CH:11]=1. Procedure details: Using the general method of Example 42, 7-chloro-4-(2-hydroxy-2-methylpropylamino)-3-nitroquinoline (18.5 g, 63 mmol, Example 82) was reduced and the resulting diamine reacted with ethoxyacetic acid to provide the desired product as a thick, green oil. Reactants: CCOC(C)=O, O=C(Cl)C1CC1, N#Cc1c(Oc2ccc(F)c(NC(=O)C(F)(F)F)c2)ccc2nc(N)sc12, C1CCOC1, c1ccncc1. Yields the product N#Cc1c(Oc2ccc(F)c(NC(=O)C(F)(F)F)c2)ccc2nc(NC(=O)C3CC3)sc12. Reaction SMILES: [CH3:45][CH2:46][O:47][C:48](=[O:49])[CH3:50].[CH:34]1([C:37](=[O:38])[Cl:39])[CH2:35][CH2:36]1.[NH2:1][c:2]1[s:3][c:4]2[c:5]([n:6]1)[cH:7][cH:8][c:9]([O:13][c:14]1[cH:15][cH:16][c:17]([F:27])[c:18]([NH:20][C:21]([C:22]([F:23])([F:24])[F:25])=[O:26])[cH:19]1)[c:10]2[C:11]#[N:12].[O:40]1[CH2:41][CH2:42][CH2:43][CH2:44]1.[cH:28]1[cH:29][cH:30][n:31][cH:32][cH:33]1>>[NH:1]([c:2]1[s:3][c:4]2[c:5]([n:6]1)[cH:7][cH:8][c:9]([O:13][c:14]1[cH:15][cH:16][c:17]([F:27])[c:18]([NH:20][C:21]([C:22]([F:23])([F:24])[F:25])=[O:26])[cH:19]1)[c:10]2[C:11]#[N:12])[C:37]([CH:34]1[CH2:35][CH2:36]1)=[O:38]. Reactants: O=C([O-])[O-], COC(=O)NCc1cc(C(C)=NO)ccc1C, CN(C)C=O, CCOC(C)=O, Cc1cccc(Cl)n1, Cl, [K+], [K+], O. Yields the product COC(=O)NCc1cc(C(C)=NOCc2cccc(C)n2)ccc1C. Reaction SMILES: [C:18](=[O:19])([O-:20])[O-:21].[CH3:1][c:2]1[c:3]([CH2:4][NH:5][C:6]([O:7][CH3:8])=[O:9])[cH:10][c:11]([C:14]([CH3:15])=[N:16][OH:17])[cH:12][cH:13]1.[CH3:34][N:35]([CH3:36])[CH:37]=[O:38].[CH3:39][CH2:40][O:41][C:42](=[O:43])[CH3:44].[Cl:25][c:26]1[n:27][c:28]([CH3:32])[cH:29][cH:30][cH:31]1.[ClH:24].[K+:22].[K+:23].[OH2:33]>>[CH3:1][c:2]1[c:3]([CH2:4][NH:5][C:6]([O:7][CH3:8])=[O:9])[cH:10][c:11]([C:14]([CH3:15])=[N:16][O:17][CH2:18][c:26]2[n:27][c:28]([CH3:32])[cH:29][cH:30][cH:31]2)[cH:12][cH:13]1. Reactants: BrC=1C=CC(=C(C(=O)OC)C1)OC (methyl 5-bromo-2-methoxybenzoate), CN(C=O)C (N,N-dimethylformamide). Reagents/catalysts: [C-]#N.[Zn+2].[C-]#N (zinc cyanide). Conditions: temperature 100 celsius, time 2 hour. Yields the product C(#N)C=1C=CC(=C(C(=O)OC)C1)OC (methyl 5-cyano-2-methoxybenzoate). Isolated yield 42.0%. Reaction SMILES: Br[C:2]1[CH:3]=[CH:4][C:5]([O:12][CH3:13])=[C:6]([CH:11]=1)[C:7]([O:9][CH3:10])=[O:8].[CH3:14][N:15](C)C=O>[C-]#N.[Zn+2].[C-]#N>[C:14]([C:2]1[CH:3]=[CH:4][C:5]([O:12][CH3:13])=[C:6]([CH:11]=1)[C:7]([O:9][CH3:10])=[O:8])#[N:15] |f:2.3.4|. Procedure details: Methyl 5-bromo-2-methoxybenzoate (29.3 g) obtained in step A of Example 1-1-1, and 33.1 g of zinc cyanide were dissolved in 650 mL of N,N-dimethylformamide. N,N-Dimethylformamide was degassed under reduced pressure, and then the interior of the reactor was purged with nitrogen. After 9.8 g of tetrakistriphenylphosphine palladium was added, N,N-dimethylformamide was deaerated again under reduced pressure, and then the interior of the reactor was purged with argon. This solution was stirred for 2 ... Starting materials: CC(C)(C)OC(=O)C(F)(F)Oc1ccc(CBr)cc1, C1CCOC1, COC(=O)c1ccc(CC(=O)c2ccc(F)cc2)cc1, CC(C)(C)[O-], [K+]. Yields the product COC(=O)c1ccc(C(Cc2ccc(OC(F)(F)C(=O)OC(C)(C)C)cc2)C(=O)c2ccc(F)cc2)cc1. As a reaction SMILES: [Br:27][CH2:28][c:29]1[cH:30][cH:31][c:32]([O:33][C:34]([C:35](=[O:36])[O:37][C:38]([CH3:39])([CH3:40])[CH3:41])([F:42])[F:43])[cH:44][cH:45]1.[CH2:46]1[O:47][CH2:48][CH2:49][CH2:50]1.[CH3:1][O:2][C:3]([c:4]1[cH:5][cH:6][c:7]([CH2:10][C:11](=[O:12])[c:13]2[cH:14][cH:15][c:16]([F:19])[cH:17][cH:18]2)[cH:8][cH:9]1)=[O:20].[CH3:21][C:22]([CH3:23])([O-:24])[CH3:25].[K+:26]>>[CH3:1][O:2][C:3]([c:4]1[cH:5][cH:6][c:7]([CH:10]([C:11](=[O:12])[c:13]2[cH:14][cH:15][c:16]([F:19])[cH:17][cH:18]2)[CH2:28][c:29]2[cH:30][cH:31][c:32]([O:33][C:34]([C:35](=[O:36])[O:37][C:38]([CH3:39])([CH3:40])[CH3:41])([F:42])[F:43])[cH:44][cH:45]2)[cH:8][cH:9]1)=[O:20]. Reactants: Formula 3, C1CCCC2=CC=CC=C12 (tetrahydronaphthalene), CC1(C=2C=CC(=CC2C(CC1)=O)/C=C/C1=CC=C(C(=O)OCC)C=C1)C (ethyl(E)-4-[2-(5,6-dihydro-5,5-dimethyl-naphthalen-8(7H)-one-2-yl)ethenyl]benzoate), CC1(C=2C=CC(=CC2C(CC1)=O)/C=C/C1=CC=C(C(=O)OCC)C=C1)C (ethyl(E)-4-[2-(5,6-dihydro-5,5-dimethyl-naphthalen-8(7H)-one-2-yl)ethenyl]benzoate), BrCC(=O)OCC (ethyl bromoacetate), oxo, C1C(CCC2CC=CC=C12)=O (tetrahydronaphthalene-2-one). Reagents/catalysts: [Zn] (zinc). The product is CC1(C=2C=CC(=CC2C(CC1)(CC(=O)OCC)O)/C=C/C1=CC=C(C(=O)OCC)C=C1)C ((±)ethyl (E)-4-[2-(5,6,7,8-tetrahydro-5,5-dimethyl-8-hydroxy-8-(carbethoxymethyl)naphthalen-2-yl)ethenyl]benzoate). RXN SMILES: C1C2C(CC=CC=2)CCC1=O.C1C2C(=CC=CC=2)CCC1.[CH3:22][C:23]1([CH3:47])[CH2:32][CH2:31][C:30](=[O:33])[C:29]2[CH:28]=[C:27](/[CH:34]=[CH:35]/[C:36]3[CH:46]=[CH:45][C:39]([C:40]([O:42][CH2:43][CH3:44])=[O:41])=[CH:38][CH:37]=3)[CH:26]=[CH:25][C:24]1=2.Br[CH2:49][C:50]([O:52][CH2:53][CH3:54])=[O:51]>[Zn]>[CH3:47][C:23]1([CH3:22])[CH2:32][CH2:31][C:30]([OH:33])([CH2:49][C:50]([O:52][CH2:53][CH3:54])=[O:51])[C:29]2[CH:28]=[C:27](/[CH:34]=[CH:35]/[C:36]3[CH:37]=[CH:38][C:39]([C:40]([O:42][CH2:43][CH3:44])=[O:41])=[CH:45][CH:46]=3)[CH:26]=[CH:25][C:24]1=2. Reported procedure: Reaction Scheme 5 discloses another example for the preparation of compounds within the scope of Formula 3. In this example the substituent is introduced to replace the oxo function of tetrahydronaphthalene-2-one after the Z--Y(R2)--A--B group has already been coupled to the tetrahydronaphthalene nucleus. Thus, ethyl(E)-4-[2-(5,6-dihydro-5,5-dimethyl-naphthalen-8(7H)-one-2-yl)ethenyl]benzoate (Compound A2) is reacted with ethyl bromoacetate in the presence of zinc metal in a Reformatsky reaction...